From a dataset of the Open Reaction Database (ORD), a public repository of structured organic reaction records. describe an organic reaction: reactants, conditions, products, and yield Reactants: OCCN1CCNCC1 (1-(2-hydroxyethyl)piperazine), ClC=1C(=CC=2C(=NC=3N(C=C(C(C3C2)=O)C(=O)O)C)C1)F (8-chloro-7-fluoro-1-methyl-4-oxo-1,4-dihydro-benzo[b][1,8]naphthyridine-3-carboxylic acid). Run in N1=CC=CC=C1 (pyridine). The product is FC1=CC=2C(=NC=3N(C=C(C(C3C2)=O)C(=O)O)C)C=C1N1CCN(CC1)CCO (7-Fluoro-8-[4-(2-hydroxyethyl)-1-piperazinyl]-1-methyl-4-oxo-1,4-dihydro-benzo[b][1,8]naphthyridine-3-carboxylic acid), N1=CC(=CC2=CC=CN=C12)C(=O)O (naphthyridine-3-carboxylic acid), solid. Reaction SMILES: Cl[C:2]1[C:3]([F:21])=[CH:4][C:5]2[C:6]([CH:20]=1)=[N:7][C:8]1[N:9]([CH3:19])[CH:10]=[C:11]([C:16]([OH:18])=[O:17])[C:12](=[O:15])[C:13]=1[CH:14]=2.[OH:22][CH2:23][CH2:24][N:25]1[CH2:30][CH2:29][NH:28][CH2:27][CH2:26]1>N1C=CC=CC=1>[F:21][C:3]1[C:2]([N:28]2[CH2:29][CH2:30][N:25]([CH2:24][CH2:23][OH:22])[CH2:26][CH2:27]2)=[CH:20][C:6]2=[N:7][C:8]3[N:9]([CH3:19])[CH:10]=[C:11]([C:16]([OH:18])=[O:17])[C:12](=[O:15])[C:13]=3[CH:14]=[C:5]2[CH:4]=1.[N:9]1[C:8]2[C:13](=[CH:14][CH:5]=[CH:6][N:7]=2)[CH:12]=[C:11]([C:16]([OH:18])=[O:17])[CH:10]=1. Procedure details: 7-Fluoro-8-[4-(2-hydroxyethyl)-1-piperazinyl]-1-methyl-4-oxo-1,4-dihydro-benzo[b][1,8]naphthyridine-3-carboxylic acid is prepared under the conditions of Example 1 but starting from 1.6 g of 8-chloro-7-fluoro-1-methyl-4-oxo-1,4-dihydro-benzo[b][1,8]naphthyridine-3-carboxylic acid and 6.8 g of 1-(2-hydroxyethyl)piperazine in 16 cm3 of pyridine. After concentrating the reaction mixture to dryness under reduced pressure, the residue is taken up in 50 cm3 of water. The mixture is brought to pH 6.9 b...